The task is: describe an organic reaction: reactants, conditions, products, and yield. This data is from the Open Reaction Database (ORD), a public repository of structured organic reaction records. Reactants: OCC1Cc2ccc(F)c(-c3ccccc3Cl)c2O1, Cc1ccc(S(=O)(=O)Cl)cc1. Product: Cc1ccc(S(=O)(=O)OCC2Cc3ccc(F)c(-c4ccccc4Cl)c3O2)cc1. Reaction SMILES: [Cl:1][c:2]1[c:3](-[c:8]2[c:9]([F:19])[cH:10][cH:11][c:12]3[c:16]2[O:15][CH:14]([CH2:17][OH:18])[CH2:13]3)[cH:4][cH:5][cH:6][cH:7]1.[c:20]1([CH3:30])[cH:21][cH:22][c:23]([S:26](=[O:27])(=[O:28])[Cl:29])[cH:24][cH:25]1>>[Cl:1][c:2]1[c:3](-[c:8]2[c:9]([F:19])[cH:10][cH:11][c:12]3[c:16]2[O:15][CH:14]([CH2:17][O:18][S:26]([c:23]2[cH:22][cH:21][c:20]([CH3:30])[cH:25][cH:24]2)(=[O:27])=[O:28])[CH2:13]3)[cH:4][cH:5][cH:6][cH:7]1. Reactants: CO, CN([SiH](C)C)[Si](C)(C)C, O=C(Nc1ccc(Oc2ccc(CCl)cc2)nc1)c1ccc(Cl)c(Cl)c1, Cl[Sn](Cl)(Cl)Cl, O=c1cc[nH]c(=O)[nH]1. Product: O=C(Nc1ccc(Oc2ccc(Cn3ccc(=O)[nH]c3=O)cc2)nc1)c1ccc(Cl)c(Cl)c1. As a reaction SMILES: [CH3:49][OH:50].[CH3:9][SiH:10]([CH3:11])[N:12]([CH3:13])[Si:14]([CH3:15])([CH3:16])[CH3:17].[Cl:18][c:19]1[cH:20][c:21]([C:22](=[O:23])[NH:24][c:25]2[cH:26][n:27][c:28]([O:31][c:32]3[cH:33][cH:34][c:35]([CH2:38][Cl:39])[cH:36][cH:37]3)[cH:29][cH:30]2)[cH:40][cH:41][c:42]1[Cl:43].[Sn:44]([Cl:45])([Cl:46])([Cl:47])[Cl:48].[nH:1]1[c:2](=[O:3])[nH:4][c:5](=[O:6])[cH:7][cH:8]1>>[n:1]1([CH2:38][c:35]2[cH:34][cH:33][c:32]([O:31][c:28]3[n:27][cH:26][c:25]([NH:24][C:22]([c:21]4[cH:20][c:19]([Cl:18])[c:42]([Cl:43])[cH:41][cH:40]4)=[O:23])[cH:30][cH:29]3)[cH:37][cH:36]2)[c:2](=[O:3])[nH:4][c:5](=[O:6])[cH:7][cH:8]1. Starting materials: C(C1=CC=CC=C1)[C@@H]1[C@H](N(C[C@@H]1O)C(=O)OCC1=CC=CC=C1)C(=O)O ((2S, 3R, 4R)-3-Benzyl-N-benzyloxycarbonyl-4-hydroxyproline), C(C)(=O)O (acetic acid). Reagents/catalysts: [Pd] (palladium black). Reaction conditions: time 48 hour. Product: O[C@@H]1[C@H](NC[C@H]1O)C(=O)O ((2S, 3R, 4R)-3,4-dihydroxyproline). Isolated yield 93.5%. As a reaction SMILES: C([C@H:8]1[C@@H:12]([OH:13])[CH2:11][N:10](C(OCC2C=CC=CC=2)=O)[C@@H:9]1[C:24]([OH:26])=[O:25])C1C=CC=CC=1.C(O)(=[O:29])C>[Pd]>[OH:29][C@H:8]1[C@H:12]([OH:13])[CH2:11][NH:10][C@@H:9]1[C:24]([OH:26])=[O:25]. Procedure details: (2S, 3R, 4R)-3-benzyl-N-benzyloxycarbonyl-4-hydroxyproline (17) (523 mg, 1.95 mmol) was dissolved in glacial acetic acid (12 ml) containing palladium black (100 mg) and stirred under hydrogen at atmospheric pressure for 48 hours. The solution was filtered and the solvent removed. Purification by flash chromatography (CMAW) and ion exchange resin gave (2S, 3R, 4R)-3,4-dihydroxyproline (220 mg, 93.5%) as a white crystalline solid, m.p. 220°-245° C. decomposed without melting (lit.37 250° dec.), [α... The reactants are [H-].[Na+] (sodium hydride), SC1=CC=C(C(=O)OC)C=C1 (methyl 4-mercaptobenzoate), ClC(CN1C=NC=C1)C1=C(C=CC=C1)Cl (1-[2-chloro-2-(2-chlorophenyl)ethyl]imidazole). Run in CN(C=O)C (dimethylformamide), CN(C=O)C (dimethylformamide). Conditions: time 30 minute. Product: ClC1=C(C=CC=C1)C(CN1C=NC=C1)SC1=CC=C(C(=O)OC)C=C1 (Methyl 4-[1-(2-chlorophenyl)-2-(imidazol-1-yl)ethylthio]benzoate). Yield: 57.0%. RXN SMILES: [SH:1][C:2]1[CH:11]=[CH:10][C:5]([C:6]([O:8][CH3:9])=[O:7])=[CH:4][CH:3]=1.[H-].[Na+].Cl[CH:15]([C:22]1[CH:27]=[CH:26][CH:25]=[CH:24][C:23]=1[Cl:28])[CH2:16][N:17]1[CH:21]=[CH:20][N:19]=[CH:18]1>CN(C)C=O>[Cl:28][C:23]1[CH:24]=[CH:25][CH:26]=[CH:27][C:22]=1[CH:15]([S:1][C:2]1[CH:3]=[CH:4][C:5]([C:6]([O:8][CH3:9])=[O:7])=[CH:10][CH:11]=1)[CH2:16][N:17]1[CH:21]=[CH:20][N:19]=[CH:18]1 |f:1.2|. Procedure: 6.4 g of methyl 4-mercaptobenzoate were dissolved in 45 ml of dry dimethylformamide, and 1.7 g of a 55% w/w suspension of sodium hydride in mineral oil was added to the resulting solution, whilst ice-cooling. The resulting mixture was then stirred at room temperature for 30 minutes, after which a solution of 9.2 g of 1-[2-chloro-2-(2-chlorophenyl)ethyl]imidazole in 45 ml of dry dimethylformamide was added to the resulting solution, and the reaction mixture was heated at 50° C. for 6.5 hours. At ... The reactants are NC1=NC=C(C=N1)C=1C=C(C(=CC1)NC(C)(C)C)N (4-(2-amino-pyrimidin-5-yl)-N1-tert-butyl-benzene-1,2-diamine), ClC=1C=CC(=C(C=O)C1)C1=NC(=NO1)C (5-chloro-2-(3-methyl-1,2,4-oxadiazol-5-yl)-benzaldehyde), OOS(=O)[O-].[K+] (oxone). Run in CN(C)C=O (DMF), O (H2O). Reaction conditions: time 1.5 hour. Yields the product C(C)(C)(C)N1C(=NC2=C1C=CC(=C2)C=2C=NC(=NC2)N)C2=C(C=CC(=C2)Cl)C2=NC(=NO2)C (5-{1-tert-Butyl-2-[5-chloro-2-(3-methyl-1,2,4-oxadiazol-5-yl)-phenyl]-1H-benzimidazol-5-yl}-pyrimidin-2-ylamine). Isolated yield 65.2%. RXN SMILES: [NH2:1][C:2]1[N:7]=[CH:6][C:5]([C:8]2[CH:9]=[C:10]([NH2:19])[C:11]([NH:14][C:15]([CH3:18])([CH3:17])[CH3:16])=[CH:12][CH:13]=2)=[CH:4][N:3]=1.[Cl:20][C:21]1[CH:22]=[CH:23][C:24]([C:29]2[O:33][N:32]=[C:31]([CH3:34])[N:30]=2)=[C:25]([CH:28]=1)[CH:26]=O.OOS([O-])=O.[K+]>CN(C=O)C.O>[C:15]([N:14]1[C:11]2[CH:12]=[CH:13][C:8]([C:5]3[CH:4]=[N:3][C:2]([NH2:1])=[N:7][CH:6]=3)=[CH:9][C:10]=2[N:19]=[C:26]1[C:25]1[CH:28]=[C:21]([Cl:20])[CH:22]=[CH:23][C:24]=1[C:29]1[O:33][N:32]=[C:31]([CH3:34])[N:30]=1)([CH3:16])([CH3:18])[CH3:17] |f:2.3|. Reported procedure: To a mixture of 4-(2-amino-pyrimidin-5-yl)-N1-tert-butyl-benzene-1,2-diamine (25 mg, 0.10 mmol) and 5-chloro-2-(3-methyl-1,2,4-oxadiazol-5-yl)-benzaldehyde (27 mg, 0.12 mmol) in DMF (5.0 mL) is added oxone (60 mg, 0.10 mmol) in H2O (2.0 mL). The reaction mixture is stirred at room temperature for 1.5 hours and then quenched with saturated sodium thiosulfate aq. (25 mL). The quenched reaction mixture is extracted with EtOAc (25 mL×2) and the combined organic layers are washed with H2O (50 mL×2) a... The reactants are CSC=1S\C(\C(N1)=O)=C/C=1C=C2C=CC=NC2=CC1 (2-methylsulfanyl-5-[1-quinolin-6-yl-meth-(Z)-ylidene]-thiazol-4-one), N[C@@H](CO)C(C)C ((R)-2-amino-3-methyl-butan-1-ol), CCN(C(C)C)C(C)C (DIEA). Yields the product OC[C@@H](C(C)C)NC=1S\C(\C(N1)=O)=C/C=1C=C2C=CC=NC2=CC1 (2-((R)-1-hydroxymethyl-2-methyl-propylamino)-5-[1-quinolin-6-yl-meth-(Z)-ylidene]-thiazol-4-one). As a reaction SMILES: CS[C:3]1[S:4]/[C:5](=[CH:9]\[C:10]2[CH:11]=[C:12]3[C:17](=[CH:18][CH:19]=2)[N:16]=[CH:15][CH:14]=[CH:13]3)/[C:6](=[O:8])[N:7]=1.[NH2:20][C@H:21]([CH:24]([CH3:26])[CH3:25])[CH2:22][OH:23].CCN(C(C)C)C(C)C>>[OH:23][CH2:22][C@H:21]([NH:20][C:3]1[S:4]/[C:5](=[CH:9]\[C:10]2[CH:11]=[C:12]3[C:17](=[CH:18][CH:19]=2)[N:16]=[CH:15][CH:14]=[CH:13]3)/[C:6](=[O:8])[N:7]=1)[CH:24]([CH3:26])[CH3:25]. Reported procedure: Similar procedure as described in example 1b was used, starting from 2-methylsulfanyl-5-[1-quinolin-6-yl-meth-(Z)-ylidene]-thiazol-4-one, (R)-2-amino-3-methyl-butan-1-ol and DIEA to give 2-((R)-1-hydroxymethyl-2-methyl-propylamino)-5-[1-quinolin-6-yl-meth-(Z)-ylidene]-thiazol-4-one. LC-MS m/e 342 (MH+). Procedure: 172 mg (92%) of target compound was obtained by using a method same as in Example 1 by using 3-(1-phenyl-3-propyl-1H-pyrazol-5-yl)propanal (100 mg, 0.413 mmol), 1-(3,4-dimethylphenyl)piperazine (79 mg, 0.413 mmol), DIPEA (0.110 mL, 0.620 mmol) and NaBH(OAc)3 (263 mg, 1.239 mmol). As a reaction SMILES: [C:1]1([N:7]2[C:11]([CH2:12][CH2:13][CH:14]=O)=[CH:10][C:9]([CH2:16][CH2:17][CH3:18])=[N:8]2)[CH:6]=[CH:5][CH:4]=[CH:3][CH:2]=1.[CH3:19][C:20]1[CH:21]=[C:22]([N:27]2[CH2:32][CH2:31][NH:30][CH2:29][CH2:28]2)[CH:23]=[CH:24][C:25]=1[CH3:26].CCN(C(C)C)C(C)C.[BH-](OC(C)=O)(OC(C)=O)OC(C)=O.[Na+]>>[CH3:19][C:20]1[CH:21]=[C:22]([N:27]2[CH2:28][CH2:29][N:30]([CH2:14][CH2:13][CH2:12][C:11]3[N:7]([C:1]4[CH:6]=[CH:5][CH:4]=[CH:3][CH:2]=4)[N:8]=[C:9]([CH2:16][CH2:17][CH3:18])[CH:10]=3)[CH2:31][CH2:32]2)[CH:23]=[CH:24][C:25]=1[CH3:26] |f:3.4|. Yields the product CC=1C=C(C=CC1C)N1CCN(CC1)CCCC1=CC(=NN1C1=CC=CC=C1)CCC (1-(3,4-dimethylphenyl)-4-(3-(1-phenyl-3-propyl-1H-pyrazol-5-yl)propyl)piperazine). Reactants: C1(=CC=CC=C1)N1N=C(C=C1CCC=O)CCC (3-(1-phenyl-3-propyl-1H-pyrazol-5-yl)propanal), [BH-](OC(=O)C)(OC(=O)C)OC(=O)C.[Na+] (NaBH(OAc)3), CC=1C=C(C=CC1C)N1CCNCC1 (1-(3,4-dimethylphenyl)piperazine), CCN(C(C)C)C(C)C (DIPEA).